The task is: describe an organic reaction: reactants, conditions, products, and yield. This data is from the Open Reaction Database (ORD), a public repository of structured organic reaction records. The reactants are BrC=1C(=NC=C(C(=O)NC2=CC=C(C=C2)OC(F)(F)Cl)C1)Cl (5-bromo-6-chloro-N-(4-(chlorodifluoromethoxy)phenyl)nicotinamide), N1C[C@H]([C@H](C1)O)O (cis-pyrrolidine-3,4-diol). Product: BrC=1C(=NC=C(C(=O)NC2=CC=C(C=C2)OC(F)(F)Cl)C1)N1C[C@H]([C@H](C1)O)O (5-Bromo-N-(4-(chlorodifluoromethoxy)phenyl)-6-(cis-3,4-dihydroxypyrrolidin-1-yl)nicotinamide). As a reaction SMILES: [Br:1][C:2]1[C:3](Cl)=[N:4][CH:5]=[C:6]([CH:21]=1)[C:7]([NH:9][C:10]1[CH:15]=[CH:14][C:13]([O:16][C:17]([Cl:20])([F:19])[F:18])=[CH:12][CH:11]=1)=[O:8].[NH:23]1[CH2:27][C@H:26]([OH:28])[C@H:25]([OH:29])[CH2:24]1>>[Br:1][C:2]1[C:3]([N:23]2[CH2:27][C@H:26]([OH:28])[C@H:25]([OH:29])[CH2:24]2)=[N:4][CH:5]=[C:6]([CH:21]=1)[C:7]([NH:9][C:10]1[CH:15]=[CH:14][C:13]([O:16][C:17]([Cl:20])([F:19])[F:18])=[CH:12][CH:11]=1)=[O:8]. Procedure: The title compound was prepared in an analogous fashion to that described in Stage 71.1 using 5-bromo-6-chloro-N-(4-(chlorodifluoromethoxy)phenyl)nicotinamide (Stage 169.2) and cis-pyrrolidine-3,4-diol (Stage 249.2). After purification by flash chromatography on Silica gel, the oily residue was taken-up in a toluene/MeOH mixture then evaporated to dryness under reduced pressure and dried to yield the title product as a white amorphous solid. UPLC-MS (Condition 3) tR=1.0 min, m/z=477.8-479.9 [M+H...